describe an organic reaction: reactants, conditions, products, and yield From a dataset of the Open Reaction Database (ORD), a public repository of structured organic reaction records. Reactants: Cl (hydrochloric acid), C(C)(C)(C)OC(=O)NCCSC=1C=CC=2N(N1)C=CN2 (6-(2-tert-butoxycarbonylaminoethylthio)imidazo[1,2-b]pyridazine). Run at time 20 minute. The product is Cl.Cl.NCCSC=1C=CC=2N(N1)C=CN2 (6-(2-aminoethylthio)imidazo[ 1,2-b]pyridazine dihydrochloride). Reaction SMILES: [ClH:1].C(OC([NH:9][CH2:10][CH2:11][S:12][C:13]1[CH:14]=[CH:15][C:16]2[N:17]([CH:19]=[CH:20][N:21]=2)[N:18]=1)=O)(C)(C)C>>[ClH:1].[ClH:1].[NH2:9][CH2:10][CH2:11][S:12][C:13]1[CH:14]=[CH:15][C:16]2[N:17]([CH:19]=[CH:20][N:21]=2)[N:18]=1 |f:2.3.4|. Procedure: To 100 ml of 3N-hydrochloric acid is added 5.89 g of 6-(2-tert-butoxycarbonylaminoethylthio)imidazo[1,2-b]pyridazine and the mixture is refluxed with stirring for 20 minutes. The solvent is distilled off under reduced pressure and the residue is diluted with 50 ml of toluene and concentrated again under reduced pressure. To the residue is added ether and the resulting powers are collected by filtration and washed with ether, ethanol and ether in the order mentioned to give 5.26 g of 6-(2-aminoet... Reactants: ON1C(=NC2=NC=C(C=C21)Cl)C(F)(F)F (1-Hydroxy-6-chloro-2-(trifluoromethyl)-1H-imidazo-(4,5-b)pyridine), CI (methyl iodide), C([O-])([O-])=O.[K+].[K+] (potassium carbonate). Solvent: CC(=O)C (acetone). Yields the product CON1C(=NC2=NC=C(C=C21)Cl)C(F)(F)F (1-methoxy-6-chloro-2-(trifluoromethyl)-1H-imidazo(4,5-b)pyridine). RXN SMILES: [OH:1][N:2]1[C:10]2[C:5](=[N:6][CH:7]=[C:8]([Cl:11])[CH:9]=2)[N:4]=[C:3]1[C:12]([F:15])([F:14])[F:13].CI.[C:18](=O)([O-])[O-].[K+].[K+]>CC(C)=O>[CH3:18][O:1][N:2]1[C:10]2[C:5](=[N:6][CH:7]=[C:8]([Cl:11])[CH:9]=2)[N:4]=[C:3]1[C:12]([F:15])([F:14])[F:13] |f:2.3.4|. Procedure: 1-Hydroxy-6-chloro-2-(trifluoromethyl)-1H-imidazo-(4,5-b)pyridine (5 grams), 80 milliliters of acetone, 5 milliliters of methyl iodide, and 10 grams of anhydrous potassium carbonate were mixed, heated and refluxed with stirring for twelve hours. The reaction mixture was then filtered, evaporated and eluted off of a silica column with diethyl ether, yielding the desired 1-methoxy-6-chloro-2-(trifluoromethyl)-1H-imidazo(4,5-b)pyridine product. It was recrystallized from petroleum ether (boiling at... Yields the product O=Cc1c(Cl)cccc1Br. The reactants are Clc1cccc(Br)c1, CN(C)C=O, CC(=O)O, CC(C)NC(C)C, [Li]CCCC, C1CCOC1, O. As a reaction SMILES: [Br:13][c:14]1[cH:15][c:16]([Cl:20])[cH:17][cH:18][cH:19]1.[CH3:21][N:22]([CH:23]=[O:24])[CH3:25].[CH3:32][C:33](=[O:34])[OH:35].[CH:6]([NH:7][CH:8]([CH3:9])[CH3:10])([CH3:11])[CH3:12].[Li:1][CH2:2][CH2:3][CH2:4][CH3:5].[O:26]1[CH2:27][CH2:28][CH2:29][CH2:30]1.[OH2:31]>>[Br:13][c:14]1[c:15]([CH:23]=[O:24])[c:16]([Cl:20])[cH:17][cH:18][cH:19]1. The product is C(C)(C)(CC)C1=C(C(C=O)=CC(=C1)C(C)(C)CC)O (3,5-di-t-amylsalicylaldehyde). Solvent: O (water), O (water), C(C)O (ethanol). Reaction conditions: time 2 hour. RXN SMILES: [C:1]([C:6]1[CH:11]=[C:10]([C:12]([CH2:15][CH3:16])([CH3:14])[CH3:13])[CH:9]=[CH:8][C:7]=1[OH:17])([CH2:4][CH3:5])([CH3:3])[CH3:2].[OH-].[Na+].[C:20]1([OH:26])C=CC=CC=1.C(Cl)(Cl)Cl>C(O)C.O>[C:1]([C:6]1[CH:11]=[C:10]([C:12]([CH2:15][CH3:16])([CH3:14])[CH3:13])[CH:9]=[C:8]([CH:20]=[O:26])[C:7]=1[OH:17])([CH2:4][CH3:5])([CH3:3])[CH3:2] |f:1.2|. Procedure details: 2,4-di-t-amylphenol (70 g, 0.30 mole) was dissolved in 200 ml absolute ethanol in a 1 L round bottom flask equipped with a water-cooled condenser. Sodium hydroxide (82 g, 2.0 moles) was dissolved in 80 ml water and added while still hot to the solution of phenol. Chloroform (149 g, 1.25 mole) was added in 2 ml portions over a 45-minute period. The resulting yellow-brown mixture was stirred 2 hours while cooling to ambient temperature. The mixture was extracted into 400 ml of hexanes and the orga... Starting materials: [OH-].[Na+] (Sodium hydroxide), C(Cl)(Cl)Cl (Chloroform), C(C)(C)(CC)C1=C(C=CC(=C1)C(C)(C)CC)O (2,4-di-t-amylphenol), C1(=CC=CC=C1)O (phenol). Reactants: Br, O=C([O-])O, O=C(c1cc(OCc2ccccc2)no1)N1CCOc2ccncc21, CC(=O)O, [Na+], O. The product is O=C(c1cc(O)no1)N1CCOc2ccncc21. RXN SMILES: [BrH:32].[C:27](=[O:28])([O-:29])[OH:30].[CH2:1]([c:2]1[cH:3][cH:4][cH:5][cH:6][cH:7]1)[O:8][c:9]1[n:10][o:11][c:12]([C:14](=[O:15])[N:16]2[c:17]3[c:18]([cH:22][cH:23][n:24][cH:25]3)[O:19][CH2:20][CH2:21]2)[cH:13]1.[CH3:33][C:34](=[O:35])[OH:36].[Na+:31].[OH2:26]>>[OH:8][c:9]1[n:10][o:11][c:12]([C:14](=[O:15])[N:16]2[c:17]3[c:18]([cH:22][cH:23][n:24][cH:25]3)[O:19][CH2:20][CH2:21]2)[cH:13]1. The reactants are C(C)(=O)OC(C)C(C(=O)OCC)=C (ethyl 2-(1-acetoxyethyl)acrylate). Solvent: P(=O)([O-])([O-])[O-] (phosphate). Run at time 60 hour. Product: O[C@H](C)C(C(=O)OCC)=C (ethyl 2-[(1R)-1-hydroxyethyl]acrylate). The yield is 38.5%. As a reaction SMILES: C([O:4][CH:5]([C:7](=[CH2:13])[C:8]([O:10][CH2:11][CH3:12])=[O:9])[CH3:6])(=O)C>P([O-])([O-])([O-])=O>[OH:4][C@@H:5]([C:7](=[CH2:13])[C:8]([O:10][CH2:11][CH3:12])=[O:9])[CH3:6]. Procedure: A mixture of ethyl 2-(1-acetoxyethyl)acrylate (1 g) and Lipase (0.25 g) in 0.1M phosphate buffer solution (pH 7.0) (80 ml) was stirred at room temperature for 60 hours. The whole mixture was extracted three times with ethyl acetate and the combined extracts were dried over magnesium sulfate. After removal of the solvent in vacuo, the crude product was purified by column chromatography on silica gel (eluent : a mixture of hexane and ethyl acetate, 2:1) to give ethyl 2-[(1R)-1-hydroxyethyl]acrylat...